From a dataset of the Open Reaction Database (ORD), a public repository of structured organic reaction records. describe an organic reaction: reactants, conditions, products, and yield Starting materials: CC1(COC(OC1)C(C)[C@H]1CC[C@H]2[C@@H]3[C@@H](CC4=CC(C=C[C@]4(C)[C@H]3CC[C@]12C)=O)O)C (20-(5,5-dimethyl-1,3-dioxan-2-yl)-7α-hydroxypregna-1,4-dien-3-one), C1(=CC=C(C=C1)S(=O)(=O)O)C (p-toluenesulfonic acid), O (water), C(C)(=O)OCC.CCCCCC (ethyl acetate hexane). Solvent: C1=CC=CC=C1 (benzene). Yields the product CC1(COC(OC1)C(C)[C@H]1CC[C@H]2[C@@H]3C=CC4=CC(C=C[C@]4(C)[C@H]3CC[C@]12C)=O)C (20-(5,5-dimethyl-1,3-dioxan-2-yl)pregna-1,4,6-trien-3-one). The yield is 90.0%. As a reaction SMILES: [CH3:1][C:2]1([CH3:31])[CH2:7][O:6][CH:5]([CH:8]([C@@H:10]2[C@:27]3([CH3:28])[C@H:13]([C@H:14]4[C@H:24]([CH2:25][CH2:26]3)[C@:22]3([CH3:23])[C:17](=[CH:18][C:19](=[O:29])[CH:20]=[CH:21]3)[CH2:16][C@H:15]4O)[CH2:12][CH2:11]2)[CH3:9])[O:4][CH2:3]1.C1(C)C=CC(S(O)(=O)=O)=CC=1.O.C(OCC)(=O)C.CCCCCC>C1C=CC=CC=1>[CH3:31][C:2]1([CH3:1])[CH2:3][O:4][CH:5]([CH:8]([C@@H:10]2[C@:27]3([CH3:28])[C@H:13]([C@H:14]4[C@H:24]([CH2:25][CH2:26]3)[C@:22]3([CH3:23])[C:17](=[CH:18][C:19](=[O:29])[CH:20]=[CH:21]3)[CH:16]=[CH:15]4)[CH2:12][CH2:11]2)[CH3:9])[O:6][CH2:7]1 |f:3.4|. Reported procedure: To a solution of 3.00 g (6.98 mmoles) of 20-(5,5-dimethyl-1,3-dioxan-2-yl)-7α-hydroxypregna-1,4-dien-3-one in 200 ml of benzene was added 50 mg of p-toluenesulfonic acid and the mixture was refluxed for 5 hours, with the byproduct water being constantly removed from the reaction system by means of a Dean-Stark trap. The reaction mixture thus obtained was cooled to room temperature and washed with aqueous sodium hydrogen carbonate solution. The aqueous layer was extracted with ether and the extra... The reactants are CC1=NC=C(C=N1)CC#N (2-(2-methylpyrimidin-5-yl)acetonitrile), BrCCOCCBr (1-bromo-2-(2-bromoethoxy)ethane), CC(C)(C)[O-].[K+] (t-BuOK). Solvent: O1CCOCC1 (1,4-dioxane). Reaction conditions: temperature 80 celsius. Product: CC1=NC=C(C=N1)C1(CCOCC1)C#N (4-(2-methylpyrimidin-5-yl)tetrahydro-2H-pyran-4-carbonitrile). Isolated yield 90205156599673126912.0%. RXN SMILES: [CH3:1][C:2]1[N:7]=[CH:6][C:5]([CH2:8][C:9]#[N:10])=[CH:4][N:3]=1.Br[CH2:12][CH2:13][O:14][CH2:15][CH2:16]Br.CC([O-])(C)C.[K+]>O1CCOCC1>[CH3:1][C:2]1[N:7]=[CH:6][C:5]([C:8]2([C:9]#[N:10])[CH2:16][CH2:15][O:14][CH2:13][CH2:12]2)=[CH:4][N:3]=1 |f:2.3|. Procedure details: A solution of 2-(2-methylpyrimidin-5-yl)acetonitrile (4 g, 0.03 amol) and 1-bromo-2-(2-bromoethoxy)ethane (7.66 g, 0.033 mol) in 1,4-dioxane (60 mL) was added t-BuOK (66 mL, 0.066 mol, 1M in THF) and heated to 80° C. for 4 h. The reaction mixture was cooled to room temperature, quenched by sat.NH4Cl. The 1,4-dioxane was removed under reduced pressure. The residue aqueous layer was extracted with EtOAc (3×150 mL). The organic layer was dried over Na2SO4 and concentracted to give 4-(2-methylpyrimi... The reactants are C(C)(C)(C)OC(N(CC1=CC=C(C=C1)OC)C=1C(=NC=C(C1)Cl)C(=O)C=1C2=C(N=CC1)N(C=C2)[Si](C)(C)C(C)(C)C)=O ({2-[1-(tert-Butyl-dimethyl-silanyl)-1H-pyrrolo[2,3-b]pyridine-4-carbonyl]-5-chloro-pyridin-3-yl}-(4-methoxy-benzyl)-carbamic acid tert-butyl ester). Solvent: C(=O)(C(F)(F)F)O (TFA). Conditions: time 2 hour. Product: NC=1C(=NC=C(C1)Cl)C(=O)C1=C2C(=NC=C1)NC=C2 ((3-Amino-5-chloro-pyridin-2-yl)-(1H-pyrrolo[2,3-b]pyridin-4-yl)-methanone). Isolated yield 85.4%. Reaction SMILES: C(OC(=O)[N:7]([C:17]1[C:18]([C:24]([C:26]2[C:27]3[CH:34]=[CH:33][N:32]([Si](C(C)(C)C)(C)C)[C:28]=3[N:29]=[CH:30][CH:31]=2)=[O:25])=[N:19][CH:20]=[C:21]([Cl:23])[CH:22]=1)CC1C=CC(OC)=CC=1)(C)(C)C>C(O)(C(F)(F)F)=O>[NH2:7][C:17]1[C:18]([C:24]([C:26]2[CH:31]=[CH:30][N:29]=[C:28]3[NH:32][CH:33]=[CH:34][C:27]=23)=[O:25])=[N:19][CH:20]=[C:21]([Cl:23])[CH:22]=1. Procedure details: 0.97 g of {2-[1-(tert-Butyl-dimethyl-silanyl)-1H-pyrrolo[2,3-b]pyridine-4-carbonyl]-5-chloro-pyridin-3-yl}-(4-methoxy-benzyl)-carbamic acid tert-butyl ester and desilylated analog mixture was dissolved in 5 mL of TFA, stirred at r.t. for 2 h and evaporated. The residue was partitioned into a mixture of aqueous sodium bicarbonate solution and ethyl acetate. The organic layer was evaporated under reduced pressure. The solid residue was triturated with 200 mL of a 1:3 mixture of ethyl acetate-hexan... The reactants are material, C(C(=O)C)(=O)O (pyruvic acid), C(=O)(OC(C)(C)C)N1C=C(C2=CC=CC=C12)C=O (N-Boc-indole-3-carboxaldehyde), NC1=CC=CC=C1 (aniline). Reaction SMILES: [C:1]([OH:6])(=[O:5])[C:2]([CH3:4])=O.[C:7]([N:14]1[C:22]2[C:17](=[CH:18][CH:19]=[CH:20][CH:21]=2)[C:16]([CH:23]=O)=[CH:15]1)([O:9][C:10]([CH3:13])([CH3:12])[CH3:11])=[O:8].[NH2:25][C:26]1[CH:31]=[CH:30][CH:29]=[CH:28][CH:27]=1>C(O)(=O)C>[C:7]([N:14]1[C:22]2[C:17](=[CH:18][CH:19]=[CH:20][CH:21]=2)[C:16]([C:23]2[CH:4]=[C:2]([C:1]([OH:6])=[O:5])[C:31]3[C:26](=[CH:27][CH:28]=[CH:29][CH:30]=3)[N:25]=2)=[CH:15]1)([O:9][C:10]([CH3:11])([CH3:12])[CH3:13])=[O:8]. Reaction conditions: temperature 85 celsius, time 90 minute. The solvent is C(C)(=O)O (acetic acid). Isolated yield 3.0%. Reported procedure: To a 500 mL round bottom flask was added 27.2 g (0.31 mol) of pyruvic acid (Lancaster), N-Boc-indole-3-carboxaldehyde (0.16 mol) and 200 mL of acetic acid. The reaction mixture was heated at 85° C. until all the solid material had dissolved (−30 min). Then aniline (0.31 mol) was added and the reaction mixture was stirred for 90 minutes at 85° C. The precipitate was filtered hot in a fritted funnel and washed with acetic acid (2×50 mL) and then with ether (2×50 mL). The solid filter cake was drie... The product is C(=O)(OC(C)(C)C)N1C=C(C2=CC=CC=C12)C1=NC2=CC=CC=C2C(=C1)C(=O)O (2-(N-Boc-3-indolyl)-4-quinolinecarboxylic Acid). Starting materials: C(C1=CC=CC=C1)N1C(=NC(=C1C)C)CO (1-benzyl-4,5-dimethyl-2-hydroxymethylimidazole), S(=O)(Cl)Cl (thionyl chloride). Solvent: ClCCl (dichloromethane), ClCCl (dichloromethane). Conditions: time 8 hour. The product is Cl.C(C1=CC=CC=C1)N1C(=NC(=C1C)C)CCl (1-benzyl-2-chloromethyl-4,5-dimethylimidazole hydrochloride). Reaction SMILES: [CH2:1]([N:8]1[C:12]([CH3:13])=[C:11]([CH3:14])[N:10]=[C:9]1[CH2:15]O)[C:2]1[CH:7]=[CH:6][CH:5]=[CH:4][CH:3]=1.S(Cl)([Cl:19])=O>ClCCl>[ClH:19].[CH2:1]([N:8]1[C:12]([CH3:13])=[C:11]([CH3:14])[N:10]=[C:9]1[CH2:15][Cl:19])[C:2]1[CH:7]=[CH:6][CH:5]=[CH:4][CH:3]=1 |f:3.4|. Procedure: A suspension of 15 g (69 mmol) of 1-benzyl-4,5-dimethyl-2-hydroxymethylimidazole in 50 ml of dichloromethane was added portionwise over a period of 30 minutes to a stirred solution of 25 ml of thionyl chloride in 25 ml of dichloromethane. The solution obtained was boiled under reflux for 1.5 hours and then left to stand at room temperature overnight. Evaporation of the solution gave 23.5 g of crude 1-benzyl-2-chloromethyl-4,5-dimethylimidazole hydrochloride in the form of an oil which was used i... Starting materials: CN1CCCC12CN(CC2)C2=CC(=C(C=C2)[N+](=O)[O-])OC(C)C (1-methyl-7-[4-nitro-3-(propan-2-yloxy)phenyl]-1,7-diazaspiro[4.4]nonane), O.NN (hydrazine hydrate). Reagents/catalysts: [Pd] (palladium-on-carbon). Solvent: C(C)O (ethanol). Conditions: temperature 80 celsius. Product: CN1CCCC12CN(CC2)C2=CC(=C(N)C=C2)OC(C)C (4-(1-methyl-1,7-diazaspiro[4.4]non-7-yl)-2-(propan-2-yloxy)aniline). The yield is 97.3%. As a reaction SMILES: [CH3:1][N:2]1[C:6]2([CH2:10][CH2:9][N:8]([C:11]3[CH:16]=[CH:15][C:14]([N+:17]([O-])=O)=[C:13]([O:20][CH:21]([CH3:23])[CH3:22])[CH:12]=3)[CH2:7]2)[CH2:5][CH2:4][CH2:3]1.O.NN>C(O)C.[Pd]>[CH3:1][N:2]1[C:6]2([CH2:10][CH2:9][N:8]([C:11]3[CH:16]=[CH:15][C:14]([NH2:17])=[C:13]([O:20][CH:21]([CH3:23])[CH3:22])[CH:12]=3)[CH2:7]2)[CH2:5][CH2:4][CH2:3]1 |f:1.2|. Reported procedure: A mixture of 160 mg of 1-methyl-7-[4-nitro-3-(propan-2-yloxy)phenyl]-1,7-diazaspiro[4.4]nonane, 301 mg of hydrazine hydrate and 27 mg of 10% palladium-on-carbon in 30 ml of ethanol is heated at 80° C. (bath) for 2 h. The mixture is filtered and the filtrate is concentrated under vacuum, so as to obtain 141 mg of 4-(1-methyl-1,7-diazaspiro[4.4]non-7-yl)-2-(propan-2-yloxy)aniline in the form of a brown oil.